This data is from the Open Reaction Database (ORD), a public repository of structured organic reaction records. The task is: describe an organic reaction: reactants, conditions, products, and yield The reactants are C(C)(C)(C)OC(NCC#CC=1C=C2C(=NC=NC2=CC1)NC1=CC(=C(C=C1)OCC1=CC(=CC=C1)F)Cl)=O ((3-{4-[3-chloro-4-(3-fluoro-benzyloxy)-phenylamino]-quinazolin-6-yl}-prop-2-ynyl)-carbamic acid tert-butyl ester), COCCO[AlH2-]OCCOC.[Na+] (Red-Al). The solvent is C1(=CC=CC=C1)C (toluene), C1CCOC1 (THF). Run at temperature 0 celsius, time 3 hour. Yields the product C(C)(C)(C)OC(NCC=CC=1C=C2C(=NC=NC2=CC1)NC1=CC(=C(C=C1)OCC1=CC(=CC=C1)F)Cl)=O ((3-{4-[3-Chloro-4-(3-fluoro-benzyloxy)-phenylamino]-quinazolin-6-yl}-allyl)-carbamic acid tert-butyl ester), clean desired product. Yield: 67.0%. Reaction SMILES: [C:1]([O:5][C:6](=[O:38])[NH:7][CH2:8][C:9]#[C:10][C:11]1[CH:12]=[C:13]2[C:18](=[CH:19][CH:20]=1)[N:17]=[CH:16][N:15]=[C:14]2[NH:21][C:22]1[CH:27]=[CH:26][C:25]([O:28][CH2:29][C:30]2[CH:35]=[CH:34][CH:33]=[C:32]([F:36])[CH:31]=2)=[C:24]([Cl:37])[CH:23]=1)([CH3:4])([CH3:3])[CH3:2].COCCO[AlH2-]OCCOC.[Na+]>C1(C)C=CC=CC=1.C1COCC1>[C:1]([O:5][C:6](=[O:38])[NH:7][CH2:8][CH:9]=[CH:10][C:11]1[CH:12]=[C:13]2[C:18](=[CH:19][CH:20]=1)[N:17]=[CH:16][N:15]=[C:14]2[NH:21][C:22]1[CH:27]=[CH:26][C:25]([O:28][CH2:29][C:30]2[CH:35]=[CH:34][CH:33]=[C:32]([F:36])[CH:31]=2)=[C:24]([Cl:37])[CH:23]=1)([CH3:4])([CH3:2])[CH3:3] |f:1.2|. Procedure details: (3-{4-[3-Chloro-4-(3-fluoro-benzyloxy)-phenylamino]-quinazolin-6-yl}-allyl)-carbamic acid tert-butyl ester is prepared by adding (3-{4-[3-chloro-4-(3-fluoro-benzyloxy)-phenylamino]-quinazolin-6-yl}-prop-2-ynyl)-carbamic acid tert-butyl ester (3.00 g, 5.63 mmol) to a mixture of Red-Al (5 ml of a 65% wt solution in toluene) in THF (50 ml) at 0° C. under N2. After stirring for 3 h at 0° C., the reaction mixture is quenched by the addition of 10 ml of 10% K2CO3 solution followed by water. The reacti... Starting materials: COC=1C=C(C(=O)N2CC(CC2)(C2=CC=CC=C2)CCN2CCC(CC2)NC2=NC3=C(N2CCCCC#N)C=CC=C3)C=C(C1OC)OC (1-(3,4,5-trimethoxybenzoyl)-3-(2-(4-(1-(4-cyanobutyl)-1H-benzimidazol-2-yl-amino)piperidin-1-yl)ethyl)-3-phenylpyrrolidine), [N-]=[N+]=[N-].[Na+] (sodium azide), Cl.C(C)[NH+](CC)CC (triethylammonium hydrochloride). Run in CN1C(CCC1)=O (N-methylpyrrolidinone). Conditions: temperature 150 celsius, time 4 hour. Product: COC=1C=C(C(=O)N2CC(CC2)(C2=CC=CC=C2)CCN2CCC(CC2)NC2=NC3=C(N2CCCCC2=NN=NN2)C=CC=C3)C=C(C1OC)OC (1-(3,4,5-trimethoxybenzoyl)-3-(2-(4-(1-(4-(1H-tetrazol-5-yl)butyl)-1H-benzimidazol-2-yl-amino)piperidin-1-yl)ethyl)-3-phenylpyrrolidine). RXN SMILES: [CH3:1][O:2][C:3]1[CH:4]=[C:5]([CH:43]=[C:44]([O:48][CH3:49])[C:45]=1[O:46][CH3:47])[C:6]([N:8]1[CH2:12][CH2:11][C:10]([CH2:19][CH2:20][N:21]2[CH2:26][CH2:25][CH:24]([NH:27][C:28]3[N:32]([CH2:33][CH2:34][CH2:35][CH2:36][C:37]#[N:38])[C:31]4[CH:39]=[CH:40][CH:41]=[CH:42][C:30]=4[N:29]=3)[CH2:23][CH2:22]2)([C:13]2[CH:18]=[CH:17][CH:16]=[CH:15][CH:14]=2)[CH2:9]1)=[O:7].[N-:50]=[N+:51]=[N-:52].[Na+].Cl.C([NH+](CC)CC)C>CN1CCCC1=O>[CH3:1][O:2][C:3]1[CH:4]=[C:5]([CH:43]=[C:44]([O:48][CH3:49])[C:45]=1[O:46][CH3:47])[C:6]([N:8]1[CH2:12][CH2:11][C:10]([CH2:19][CH2:20][N:21]2[CH2:22][CH2:23][CH:24]([NH:27][C:28]3[N:32]([CH2:33][CH2:34][CH2:35][CH2:36][C:37]4[NH:52][N:51]=[N:50][N:38]=4)[C:31]4[CH:39]=[CH:40][CH:41]=[CH:42][C:30]=4[N:29]=3)[CH2:25][CH2:26]2)([C:13]2[CH:14]=[CH:15][CH:16]=[CH:17][CH:18]=2)[CH2:9]1)=[O:7] |f:1.2,3.4|. Reported procedure: Combine 1-(3,4,5-trimethoxybenzoyl)-3-(2-(4-(1-(4-cyanobutyl)-1H-benzimidazol-2-yl-amino)piperidin-1-yl)ethyl)-3-phenylpyrrolidine (0.7 mmol), sodium azide (0.13 g, 2.04 mmol), and triethylammonium hydrochloride (0.14 g, 1.03 mmol) in N-methylpyrrolidinone (6 mL). Heat to 150° C. After 4 hours, cool to ambient temperature and partition the reaction mixture between water and ethyl acetate. Separate the layers and extract the aqueous layer three times with ethyl acetate. Adjust the pH of the aqueo... Starting materials: ClC[C@@H](CC(=O)OCC)O (ethyl (R)-4-chloro-3-hydroxybutyrate), [N-]=[N+]=[N-].[Na+] (sodium azide), CN(C)C=O (DMF). Run in C1(=CC=CC=C1)C (toluene). Conditions: temperature 100 celsius, time 24 hour. Product: N(=[N+]=[N-])C[C@@H](CC(=O)OCC)O (Ethyl (R)-4-Azido-3-Hydroxybutyrate). The yield is 79.4%. RXN SMILES: Cl[CH2:2][C@H:3]([OH:10])[CH2:4][C:5]([O:7][CH2:8][CH3:9])=[O:6].[N-:11]=[N+:12]=[N-:13].[Na+].CN(C=O)C>C1(C)C=CC=CC=1>[N:11]([CH2:2][C@H:3]([OH:10])[CH2:4][C:5]([O:7][CH2:8][CH3:9])=[O:6])=[N+:12]=[N-:13] |f:1.2|. Procedure: In a 200 ml four-necked flask were charged 20.0 g (0.12 mol) of ethyl (R)-4-chloro-3-hydroxybutyrate, 15.6 g (0.24 mol) of sodium azide and 80 ml of DMF, and the reaction mixture was stirred for 24 hours at a reaction temperature of about 100° C. After cooling the reaction mixture, the reaction mixture was diluted with 100 ml of toluene, washed with 50 ml of water, and concentrated to give 16.5 g (79%) of the title compound. Starting materials: CS(=O)(=O)Cl, CCN(C(C)C)C(C)C, ClCCl, O=C(O)C(F)(F)F, NCCCOc1cc(=O)oc2ccc(Cl)cc12. Yields the product CS(=O)(=O)NCCCOc1cc(=O)oc2ccc(Cl)cc12. Reaction SMILES: [CH3:34][S:35]([Cl:36])(=[O:37])=[O:38].[CH:25]([N:26]([CH2:27][CH3:28])[CH:29]([CH3:30])[CH3:31])([CH3:32])[CH3:33].[Cl:39][CH2:40][Cl:41].[F:1][C:2]([F:3])([F:4])[C:5]([OH:6])=[O:7].[NH2:8][CH2:9][CH2:10][CH2:11][O:12][c:13]1[cH:14][c:15](=[O:24])[o:16][c:17]2[c:18]1[cH:19][c:20]([Cl:23])[cH:21][cH:22]2>>[NH:8]([CH2:9][CH2:10][CH2:11][O:12][c:13]1[cH:14][c:15](=[O:24])[o:16][c:17]2[c:18]1[cH:19][c:20]([Cl:23])[cH:21][cH:22]2)[S:35]([CH3:34])(=[O:37])=[O:38].